This data is from the Open Reaction Database (ORD), a public repository of structured organic reaction records. The task is: describe an organic reaction: reactants, conditions, products, and yield The reactants are Cl (HCl), C(CCC)[Li] (Butyllithium), [Br-].CN(CC[P+](C1=CC=CC=C1)(C1=CC=CC=C1)C1=CC=CC=C1)C ([2-(dimethylamino)ethyl]triphenylphosphonium bromide), C(C1=CC=CC=C1)OC=1C(=NC=C(C=O)C1)NC=1SC=C(N1)C (5-(benzyloxy)-6-(4-methylthiazol-2-ylamino)nicotinaldehyde). Run in C1CCOC1 (THF), C1CCOC1 (THF). Run at temperature 0 celsius, time 50 minute. Product: Cl.Cl.C(C1=CC=CC=C1)OC=1C(=NC=C(C1)\C=C\CN(C)C)NC=1SC=C(N1)C ((E)-N-(3-(benzyloxy)-5-(3-(dimethylamino)prop-1-enyl)pyridin-2-yl)-4-methylthiazol-2-amine dihydrochloride). Yield: 51.3%. Reaction SMILES: [Br-].[CH3:2][N:3]([CH3:25])[CH2:4][CH2:5][P+](C1C=CC=CC=1)(C1C=CC=CC=1)C1C=CC=CC=1.C([Li])CCC.[CH2:31]([O:38][C:39]1[C:40]([NH:47][C:48]2[S:49][CH:50]=[C:51]([CH3:53])[N:52]=2)=[N:41][CH:42]=[C:43]([CH:46]=1)[CH:44]=O)[C:32]1[CH:37]=[CH:36][CH:35]=[CH:34][CH:33]=1.[ClH:54]>C1COCC1>[ClH:54].[ClH:54].[CH2:31]([O:38][C:39]1[C:40]([NH:47][C:48]2[S:49][CH:50]=[C:51]([CH3:53])[N:52]=2)=[N:41][CH:42]=[C:43](/[CH:44]=[CH:5]/[CH2:4][N:3]([CH3:25])[CH3:2])[CH:46]=1)[C:32]1[CH:37]=[CH:36][CH:35]=[CH:34][CH:33]=1 |f:0.1,6.7.8|. Procedure details: A 25 mL round-bottomed flask was charged with [2-(dimethylamino)ethyl]triphenylphosphonium bromide (1114 mg, 2.69 mmol) and THF (5 mL). The reaction was cooled to 0° C. under nitrogen. Butyllithium (1.08 ml, 2.69 mmol) was added slowly and the reaction was stirred for 50 minutes. A solution of 5-(benzyloxy)-6-(4-methylthiazol-2-ylamino)nicotinaldehyde (350 mg, 1.08 mmol) in THF (5 mL) was added and the reaction was stirred at ambient temperature for 1.5 hours. The reaction was partitioned betwee... Reactants: ( a ), CC=1C=CC=C2C=CNC12 (7-methylindole), CC1=CNC2=CC=CC=C12 (3-methylindole). The product is CN1C=CC2=CC=CC(=C12)C (1,7-Dimethyl-1H-indole). Yield: 90.0%. RXN SMILES: [CH3:1][C:2]1[CH:3]=[CH:4][CH:5]=[C:6]2[C:10]=1[NH:9][CH:8]=[CH:7]2.[CH3:11]C1C2C(=CC=CC=2)NC=1>>[CH3:11][N:9]1[C:10]2[C:6](=[CH:5][CH:4]=[CH:3][C:2]=2[CH3:1])[CH:7]=[CH:8]1. Procedure: According to the procedure of Preparation 13 (a), except substituting 7-methylindole for the 3-methylindole, the title compound (1.95 g, 90%) was obtained as a light-colored oil: MS (ES) m/e 146.2 (M+H)+. RXN SMILES: [CH2:1]([N:3]([CH2:30][CH3:31])[C:4]([NH:6][C@H:7]1[CH2:21][C@H:20]2[C@@H:10]([CH2:11][C:12]3[C:22]4[C:15](=[CH:16][CH:17]=[CH:18][C:19]2=4)[NH:14][C:13]=3[C:23]#[C:24][C:25](O)(C)C)[N:9]([CH3:29])[CH2:8]1)=[O:5])[CH3:2].[N:32]1[CH:37]=CC=C[CH:33]=1>>[CH3:33][N:32]([CH3:37])[C:25]#[C:24][CH2:23][C:13]1[NH:14][C:15]2[C:22]3[C:12]=1[CH2:11][C@@H:10]1[C@@H:20]([C:19]=3[CH:18]=[CH:17][CH:16]=2)[CH2:21][C@H:7]([NH:6][C:4](=[O:5])[N:3]([CH2:1][CH3:2])[CH2:30][CH3:31])[CH2:8][N:9]1[CH3:29]. Procedure details: 1,1-diethyl-3-[2-(3-hydroxy-3-methyl-1-butynyl)-6-methyl-8α-ergolinyl]urea, mp starting with 132°-140° C., [α]D =+67.8° (c=0.2% in pyridine); Yields the product CN(C#CCC1=C2C[C@H]3N(C[C@H](C[C@@H]3C=3C=CC=C(N1)C32)NC(N(CC)CC)=O)C)C (3-[2-(1-dimethylaminopropyn-3-yl)-6-methyl-8α-ergolinyl]-1,1-diethylurea). Reactants: C(C)N(C(=O)N[C@@H]1CN([C@@H]2CC3=C(NC4=CC=CC([C@H]2C1)=C34)C#CC(C)(C)O)C)CC (1,1-diethyl-3-[2-(3-hydroxy-3-methyl-1-butynyl)-6-methyl-8α-ergolinyl]urea), N1=CC=CC=C1 (pyridine). The reactants are IC1=CC=C(C=C1)Cl (1-iodo-4-chloro-benzene), C1(=CC=CC=C1)P(C1=CC=CC=C1)C1=CC=CC=C1 (triphenylphosphine), [OH-].[Na+] (NaOH), C(C1=CC=CC=C1)N1[C@H](CN(CC1)CC1=CC=CC=C1)C=C ((S)-1,4-dibenzyl-2-vinyl-piperazine), C12CCCC(CCC1)B2 (9-borabicyclo[3.3.1]nonane). Reagents/catalysts: [Pd].C1(=CC=CC=C1)P(C1=CC=CC=C1)C1=CC=CC=C1.C1(=CC=CC=C1)P(C1=CC=CC=C1)C1=CC=CC=C1.C1(=CC=CC=C1)P(C1=CC=CC=C1)C1=CC=CC=C1.C1(=CC=CC=C1)P(C1=CC=CC=C1)C1=CC=CC=C1 (tetrakis(triphenylphosphine) palladium(0)). Conditions: time 24 hour. Yields the product C(C1=CC=CC=C1)N1[C@H](CN(CC1)CC1=CC=CC=C1)CCC1=CC=C(C=C1)Cl ((S)-1,4-Dibenzyl-2-[2-(4-chloro-phenyl)-ethyl]-piperazine). The yield is 68.7%. As a reaction SMILES: [CH2:1]([N:8]1[CH2:13][CH2:12][N:11]([CH2:14][C:15]2[CH:20]=[CH:19][CH:18]=[CH:17][CH:16]=2)[CH2:10][C@@H:9]1[CH:21]=[CH2:22])[C:2]1[CH:7]=[CH:6][CH:5]=[CH:4][CH:3]=1.C12BC(CCC1)CCC2.I[C:33]1[CH:38]=[CH:37][C:36]([Cl:39])=[CH:35][CH:34]=1.C1(P(C2C=CC=CC=2)C2C=CC=CC=2)C=CC=CC=1.[OH-].[Na+]>[Pd].C1(P(C2C=CC=CC=2)C2C=CC=CC=2)C=CC=CC=1.C1(P(C2C=CC=CC=2)C2C=CC=CC=2)C=CC=CC=1.C1(P(C2C=CC=CC=2)C2C=CC=CC=2)C=CC=CC=1.C1(P(C2C=CC=CC=2)C2C=CC=CC=2)C=CC=CC=1>[CH2:1]([N:8]1[CH2:13][CH2:12][N:11]([CH2:14][C:15]2[CH:20]=[CH:19][CH:18]=[CH:17][CH:16]=2)[CH2:10][C@@H:9]1[CH2:21][CH2:22][C:33]1[CH:38]=[CH:37][C:36]([Cl:39])=[CH:35][CH:34]=1)[C:2]1[CH:3]=[CH:4][CH:5]=[CH:6][CH:7]=1 |f:4.5,6.7.8.9.10|. Procedure details: Combine (S)-1,4-dibenzyl-2-vinyl-piperazine (5.0 g, 17.10 mmol) and 9-borabicyclo[3.3.1]nonane (136.8 ml, 68.39 mmol, 0.5 M in THF) and stir at ambient temperature. After 24 hrs, add 1-iodo-4-chloro-benzene (6.12 g, 25.65 mmol), triphenylphosphine (717.5 mg, 2.74 mmol), tetrakis(triphenylphosphine) palladium(0)(395.1 mg, 0.34 mmol), and 3N NaOH (14.0 ml) and stir at 60°. After 22 hrs, remove the THF under vacuum, stir the residue in 2N NaOH, and extract with diethyl ether. Wash the organic with ...